describe an organic reaction: reactants, conditions, products, and yield From a dataset of the Open Reaction Database (ORD), a public repository of structured organic reaction records. Starting materials: COC(=O)c1nnn(Cc2ccc(OC)cc2)c1N(C)S(C)(=O)=O, O=C(O)C(F)(F)F. Yields the product COC(=O)c1nn[nH]c1N(C)S(C)(=O)=O. As a reaction SMILES: [CH3:1][O:2][c:3]1[cH:4][cH:5][c:6]([CH2:7][n:8]2[n:9][n:10][c:11]([C:19](=[O:20])[O:21][CH3:22])[c:12]2[N:13]([S:14](=[O:15])(=[O:16])[CH3:17])[CH3:18])[cH:23][cH:24]1.[OH:25][C:26]([C:27]([F:28])([F:29])[F:30])=[O:31]>>[nH:8]1[n:9][n:10][c:11]([C:19](=[O:20])[O:21][CH3:22])[c:12]1[N:13]([S:14](=[O:15])(=[O:16])[CH3:17])[CH3:18].